This data is from the Open Reaction Database (ORD), a public repository of structured organic reaction records. The task is: describe an organic reaction: reactants, conditions, products, and yield Starting materials: Mg, C1CCOC1 (THF), C1(CC1)Br (cyclopropyl bromide), C1CCOC1 (THF), C(C=O)(=O)[O-] (glyoxylate), C1CCOC1 (THF), II (iodine), C1(CC1)Br (cyclopropyl bromide). Run at temperature -20 celsius, time 2 hour. The product is OC(C(=O)OCC)C1CC1 (ethyl α-hydroxycyclopropaneacetate). The yield is 71.0%. As a reaction SMILES: II.[CH:3]1(Br)[CH2:5][CH2:4]1.[C:7]([O-:11])(=[O:10])[CH:8]=[O:9].[CH2:12]1COC[CH2:13]1>>[OH:9][CH:8]([CH:3]1[CH2:4][CH2:5]1)[C:7]([O:11][CH2:12][CH3:13])=[O:10]. Procedure details: A flame dried two-neck round bottom flask fitted with a reflux condenser and N2 outlet was charged with anhydrous THF, freshly activated Mg (120 mg, 4.95 mmol) and a catalytic amount of iodine. A small portion of cyclopropyl bromide dissolved in THF was added. After initiation of reflux, the reaction mixture was cooled to −20° C. and the remaining cyclopropyl bromide (500 mg, 4.13 mmol) was gradually added. After 30 min a freshly distilled solution of glyoxylate 45 (549 mg, 5.37 mmol) in THF was...